From a dataset of the Open Reaction Database (ORD), a public repository of structured organic reaction records. describe an organic reaction: reactants, conditions, products, and yield Conditions: temperature 90 celsius, time 22.5 hour. Isolated yield 52.7%. RXN SMILES: [Cl:1][C:2]1[CH:3]=[C:4]2[C:8](=[C:9]([CH2:11][C:12]([NH:14][CH2:15][C:16]3[CH:21]=[C:20]([C:22]([O:24][CH3:25])=[O:23])[CH:19]=[CH:18][N:17]=3)=O)[CH:10]=1)[N:7]([CH2:26][CH:27]([CH3:29])[CH3:28])[N:6]=[CH:5]2.P(Cl)(Cl)(Cl)=O.O.C(=O)([O-])O.[Na+]>C1(C)C=CC=CC=1>[Cl:1][C:2]1[CH:3]=[C:4]2[C:8](=[C:9]([CH2:11][C:12]3[N:17]4[CH:18]=[CH:19][C:20]([C:22]([O:24][CH3:25])=[O:23])=[CH:21][C:16]4=[CH:15][N:14]=3)[CH:10]=1)[N:7]([CH2:26][CH:27]([CH3:29])[CH3:28])[N:6]=[CH:5]2 |f:3.4|. Solvent: C1(=CC=CC=C1)C (toluene). Starting materials: C(O)([O-])=O.[Na+] (sodium hydrogen carbonate), ClC=1C=C2C=NN(C2=C(C1)CC(=O)NCC1=NC=CC(=C1)C(=O)OC)CC(C)C (Methyl 2-[[[2-(5-chloro-1-isobutyl-indazol-7-yl)acetyl]amino]methyl]pyridine-4-carboxylate), O (water), P(=O)(Cl)(Cl)Cl (phosphorus oxychloride). Procedure details: A solution/suspension of compound 59 (0.184 g, 0.44 mmol) in toluene was treated with phosphorus oxychloride (1 ml) and stirred at 90° C. under a nitrogen atmosphere for 22.5 h. The mixture was cooled and treated with water (20 ml) then neutralised by addition of solid sodium hydrogen carbonate. The mixture was then extracted with ethyl acetate (2×25 ml) and the organics separated and dried over sodium sulphate, filtered and evaporated to dryness. The residue was chromatographed on silica gel el... The product is ClC=1C=C2C=NN(C2=C(C1)CC1=NC=C2N1C=CC(=C2)C(=O)OC)CC(C)C (Methyl 3-[(5-chloro-1-isobutyl-indazol-7-yl)methyl]imidazo[1,5-a]pyridine-7-carboxylate). The reactants are P12(=S)SP3(=S)SP(=S)(S1)SP(=S)(S2)S3 (Phosphorus pentasulfide), [OH-].[Na+] (sodium hydroxide), COC(C(=O)N(C)C)C1=NC=CC=C1 (2-methoxy-N,N-dimethyl-2-(2-pyridyl)acetamide), N1=CC=CC=C1 (pyridine). Run in O (water). The product is COC(C(=S)N(C)C)C1=NC=CC=C1 (2-methoxy-N,N-dimethyl-2-(2-pyridyl)-thioacetamide). As a reaction SMILES: P12(SP3(SP(SP(S3)(S1)=S)(=S)S2)=S)=[S:2].[CH3:15][O:16][CH:17]([C:23]1[CH:28]=[CH:27][CH:26]=[CH:25][N:24]=1)[C:18]([N:20]([CH3:22])[CH3:21])=O.N1C=CC=CC=1.[OH-].[Na+]>O>[CH3:15][O:16][CH:17]([C:23]1[CH:28]=[CH:27][CH:26]=[CH:25][N:24]=1)[C:18]([N:20]([CH3:22])[CH3:21])=[S:2] |f:3.4|. Procedure: Phosphorus pentasulfide (4 g.) is added to 9.7 g. of 2-methoxy-N,N-dimethyl-2-(2-pyridyl)acetamide in 25 ml. of pyridine. The mixture is heated on a steam bath for 2 hours, then 250 ml. of water and 10 ml. of 5% aqueous sodium hydroxide solution are added. The mixture is extracted with chloroform and the extracts are dried and concentrated and the residue is recrystallized to give 2-methoxy-N,N-dimethyl-2-(2-pyridyl)-thioacetamide. Reactants: BrC=1C=C(C(=O)O)C=CC1CC (3-Bromo-4-ethyl-benzoic acid), CO (MeOH), OS(=O)(=O)O (H2SO4). Product: BrC=1C=C(C(=O)OC)C=CC1CC (Methyl 3-bromo-4-ethyl-benzoate). As a reaction SMILES: [Br:1][C:2]1[CH:3]=[C:4]([CH:8]=[CH:9][C:10]=1[CH2:11][CH3:12])[C:5]([OH:7])=[O:6].OS(O)(=O)=O.[CH3:18]O>>[Br:1][C:2]1[CH:3]=[C:4]([CH:8]=[CH:9][C:10]=1[CH2:11][CH3:12])[C:5]([O:7][CH3:18])=[O:6]. Procedure details: 3-Bromo-4-ethyl-benzoic acid (D43) (19.40 g) was dissolved in MeOH (200 mL) and then treated with conc. H2SO4 (1 mL). The mixture was heated at reflux overnight, and then concentrated under reduced pressure. The residue was partitioned between EtOAc and saturated aqueous NaHCO3 solution, extracting again with EtOAc. The combined extracts were then washed with brine, dried (MgSO4). The solvent was evaporated in vacuo to afford the title compound (15.8 g). 1H NMR (CDCl3) δ 1.24 (3H, t), 2.79 (2H, ... The reactants are O (water), C(CCC)[Mg]Br (n-butylmagnesium bromide), solution, BrCC(OCC)Br (1,2-dibromo-2-ethoxyethane), Cl (hydrochloric acid). Run in CCOCC (ether), CCOCC (ether). Run at temperature 20 celsius, time 1 hour. Product: BrCC(CCCC)OCC (1-Bromo-2-ethoxyhexane). As a reaction SMILES: [CH2:1]([Mg]Br)[CH2:2][CH2:3][CH3:4].[Br:7][CH2:8][CH:9](Br)[O:10][CH2:11][CH3:12].O.Cl>CCOCC>[Br:7][CH2:8][CH:9]([O:10][CH2:11][CH3:12])[CH2:1][CH2:2][CH2:3][CH3:4]. Reported procedure: To a stirred solution of 1.68 moles of n-butylmagnesium bromide, as a 1.7 M solution in ether, is added dropwise a solution of 300 g. of 1,2-dibromo-2-ethoxyethane in 750 ml. of ether during a period of 2 hours at -15° C. The resulting mixture is stirred for one hour while warming to 20° C., then cooled to 0° C., and treated while stirring with 500 ml. of water, followed by 100 ml. of 4N hydrochloric acid. The organic layer is washed with brine, dried over magnesium sulfate and concentrated. The...